This data is from the Open Reaction Database (ORD), a public repository of structured organic reaction records. The task is: describe an organic reaction: reactants, conditions, products, and yield Starting materials: CC=1C=C(N)C=CC1C (3,4-dimethylaniline), CC=1C=C(N)C=C(C1)C (3,5-dimethylaniline). The product is CC1=C(C=C(C=C1)NC2=CC=CC=C2)C (3,4-dimethyldiphenylamine). Isolated yield 84.0%. As a reaction SMILES: [CH3:1][C:2]1[CH:3]=[C:4]([CH:6]=[CH:7][C:8]=1[CH3:9])[NH2:5].C[C:11]1[CH:12]=[C:13]([CH:15]=[C:16](C)[CH:17]=1)N>>[CH3:9][C:8]1[CH:7]=[CH:6][C:4]([NH:5][C:11]2[CH:12]=[CH:13][CH:15]=[CH:16][CH:17]=2)=[CH:3][C:2]=1[CH3:1]. Reported procedure: The procedure of Example IV is repeated with the exception that 3,4-dimethylaniline was substituted for 3,5-dimethylaniline. After a reaction time of 3.5 hours, the crude reaction product was recrystallized once from hexane to give an 84 percent yield of 3,4-dimethyldiphenylamine having a melting point of 55°-55.5° C. Reactants: NC=1C=C(C(=O)N)C=CC1 (3-aminobenzamide), COCCO (2-methoxy ethanol), NC1=C(C(=O)N)C=CC=C1 (aminobenzamide). Reagents/catalysts: [Ni] (nickel). The product is COCCNC=1C=C(C(=O)N)C=CC1 (3-(2-Methoxyethylamino) benzamide). Reaction SMILES: [NH2:1][C:2]1[CH:3]=[C:4]([CH:8]=[CH:9][CH:10]=1)[C:5]([NH2:7])=[O:6].NC1C=CC=CC=1C(N)=O.[CH3:21][O:22][CH2:23][CH2:24]O>[Ni]>[CH3:21][O:22][CH2:23][CH2:24][NH:1][C:2]1[CH:3]=[C:4]([CH:8]=[CH:9][CH:10]=1)[C:5]([NH2:7])=[O:6]. Procedure: 10 g of 3-aminobenzamide and 30 g of rainy nickel were mixed with 150 ml of 2-methoxy ethanol and refluxed for 15 hours. (Molar ratio of aminobenzamide:solvent=1:26.) Celite was added to the reaction mixture and the debris removed by filtration. The filtrate was then evaporated under reduced pressure and the product, 3-(2-methoxyethylamino)benzamide crystallized on cooling, mp 89°-91° C. Reactants: O=Cc1ccc(Br)cc1OC(F)(F)F, CCOC(=O)CP(=O)(COC)OCC, C1CCOC1, [H-], [Na+], O. The product is CCOC(=O)C=Cc1ccc(Br)cc1OC(F)(F)F. As a reaction SMILES: [Br:17][c:18]1[cH:19][c:20]([O:26][C:27]([F:28])([F:29])[F:30])[c:21]([CH:22]=[O:23])[cH:24][cH:25]1.[CH2:1]([CH3:2])[O:3][C:4]([CH2:5][P:6]([O:7][CH2:8][CH3:9])([CH2:10][O:11][CH3:12])=[O:13])=[O:14].[CH2:32]1[O:33][CH2:34][CH2:35][CH2:36]1.[H-:15].[Na+:16].[OH2:31]>>[CH2:1]([CH3:2])[O:3][C:4]([CH:5]=[CH:22][c:21]1[c:20]([O:26][C:27]([F:28])([F:29])[F:30])[cH:19][c:18]([Br:17])[cH:25][cH:24]1)=[O:14]. Conditions: time 16 hour. Procedure: Ex-50A: A solution of 4-acetyl-N-(3-imidazol-1-ylpropyl)benzenesulfonamide (Ex-23A, 312 mg, 1.02 mmol) and 5-(2-amino-phenylethynyl)-2,4-dimethoxybenzaldehyde (Ex-35C, 287 mg, 1.02 mmol) in DMF (4.4 mL) and MeOH (1.9 mL) was treated with lithium methoxide (155 mg, 4.08 mmol). The reaction mixture was stirred at room temperature for 16 h under nitrogen. The reaction mixture was quenched with water (25 mL) and extracted with (3:1) ethyl acetate/THF (3×25 mL). The organic phase was brined, dried ov... RXN SMILES: [C:1]([C:4]1[CH:9]=[CH:8][C:7]([S:10]([NH:13][CH2:14][CH2:15][CH2:16][N:17]2[CH:21]=[CH:20][N:19]=[CH:18]2)(=[O:12])=[O:11])=[CH:6][CH:5]=1)(=[O:3])[CH3:2].[NH2:22][C:23]1[CH:28]=[CH:27][CH:26]=[CH:25][C:24]=1[C:29]#[C:30][C:31]1[C:32]([O:41][CH3:42])=[CH:33][C:34]([O:39][CH3:40])=[C:35]([CH:38]=1)[CH:36]=O.C[O-].[Li+]>CN(C=O)C.CO>[NH2:22][C:23]1[CH:28]=[CH:27][CH:26]=[CH:25][C:24]=1[C:29]#[C:30][C:31]1[C:32]([O:41][CH3:42])=[CH:33][C:34]([O:39][CH3:40])=[C:35](/[CH:36]=[CH:2]/[C:1]([C:4]2[CH:9]=[CH:8][C:7]([S:10]([NH:13][CH2:14][CH2:15][CH2:16][N:17]3[CH:21]=[CH:20][N:19]=[CH:18]3)(=[O:12])=[O:11])=[CH:6][CH:5]=2)=[O:3])[CH:38]=1 |f:2.3|. The solvent is CN(C)C=O (DMF), CO (MeOH). Starting materials: C(C)(=O)C1=CC=C(C=C1)S(=O)(=O)NCCCN1C=NC=C1 (4-acetyl-N-(3-imidazol-1-ylpropyl)benzenesulfonamide), NC1=C(C=CC=C1)C#CC=1C(=CC(=C(C=O)C1)OC)OC (5-(2-amino-phenylethynyl)-2,4-dimethoxybenzaldehyde), C[O-].[Li+] (lithium methoxide). Isolated yield 53.1%. Yields the product NC1=C(C=CC=C1)C#CC=1C(=CC(=C(C1)/C=C/C(=O)C1=CC=C(C=C1)S(=O)(=O)NCCCN1C=NC=C1)OC)OC (4-{3E-[5-(2-amino-phenylethynyl)-2,4-dimethoxy-phenyl]acryloyl}-N-(3-imidazol-1-ylpropyl)benzenesulfonamide). Conditions: time 10 hour. Reactants: N1C=NC=C1 (imidazole), [Si](C)(C)(C(C)(C)C)Cl (tert-butyldimethylsilyl chloride), C(C)(C)(C)N1N=CC(=C(C1=O)CO)Cl (2-tert-butyl-4-hydroxymethyl-5-chloro 3(2H)-pyridazinone). Run in CN(C)C=O (DMF). Procedure details: 2-tert-butyl-4-hydroxymethyl-5-chloro 3(2H)-pyridazinone (1 g, 4.62 mmol) is dissolved in DMF in a 25 ml round bottom flask and to this were added imidazole (0.377 g, 5.0 mmol) and tert-butyldimethylsilyl chloride (0.762 g, 3.09 mmol). The mixture is stirred for 10 hours after which it is extracted in dichloromethane and the organic layer washed with water and dried. Purification by flash chromatography (silica gel; ethyl acetate/hexanes) affords the above mentioned product. RXN SMILES: [C:1]([N:5]1[C:10](=[O:11])[C:9]([CH2:12][OH:13])=[C:8]([Cl:14])[CH:7]=[N:6]1)([CH3:4])([CH3:3])[CH3:2].N1C=CN=C1.[Si:20](Cl)([C:23]([CH3:26])([CH3:25])[CH3:24])([CH3:22])[CH3:21]>CN(C=O)C>[C:1]([N:5]1[C:10](=[O:11])[C:9]([CH2:12][O:13][Si:20]([C:23]([CH3:26])([CH3:25])[CH3:24])([CH3:22])[CH3:21])=[C:8]([Cl:14])[CH:7]=[N:6]1)([CH3:4])([CH3:2])[CH3:3]. Product: C(C)(C)(C)N1N=CC(=C(C1=O)CO[Si](C)(C)C(C)(C)C)Cl (2-tert-butyl-4-tert-butyldimethylsilyloxymethyl-5-chloro 3(2H)-pyridazinone). The reactants are ClCC(=O)C1=CC=C(C=C1)C1(CC1)C(=O)OC (methyl 1-[4-(chloroacetyl)phenyl]cyclopropanecarboxylate), NC(=O)N (urea), C(C)O (ethanol), [OH-].[Li+] (lithium hydroxide), Cl (HCl). The solvent is CO.C1CCOC1 (methanol THF), C(C)(=O)OCC (ethyl acetate). Reaction SMILES: Cl[CH2:2][C:3]([C:5]1[CH:10]=[CH:9][C:8]([C:11]2([C:14]([O:16]C)=[O:15])[CH2:13][CH2:12]2)=[CH:7][CH:6]=1)=O.[NH2:18][C:19]([NH2:21])=[O:20].C(O)C.[OH-].[Li+].Cl>C(OCC)(=O)C.CO.C1COCC1>[NH2:21][C:19]1[O:20][CH:2]=[C:3]([C:5]2[CH:6]=[CH:7][C:8]([C:11]3([C:14]([OH:16])=[O:15])[CH2:12][CH2:13]3)=[CH:9][CH:10]=2)[N:18]=1 |f:3.4,7.8|. The product is NC=1OC=C(N1)C1=CC=C(C=C1)C1(CC1)C(=O)O (1-[4-(2-amino-1,3-oxazol-4-yl)phenyl]cyclopropanecarboxylic acid). Procedure details: A mixture of methyl 1-[4-(chloroacetyl)phenyl]cyclopropanecarboxylate (0.20 g, 0.00079 mol, example 243, steps 1 & 2) and urea (0.095 g, 0.0016 mol) in ethanol (5.0 mL, 0.086 mol) was refluxed overnight. The mixture was diluted with ethyl acetate and washed with sat'd. NaHCO3, brine, dried and concentrated. The methyl ester was purified by CombiFlash using CH2Cl2/EtOAc (max. EtOAc 100%). The ester was hydrolyzed using lithium hydroxide (6.0 eq.) in methanol/THF and then acidified by adding 1 N H... The reactants are [NH4+].[Cl-] (NH4Cl), C(CCCCCCCCCCC)OC1=CC=C(C=C1)I (4-(Dodecyloxy)iodobenzene), C1(=CC=CC=C1)P(C1=CC=CC=C1)C1=CC=CC=C1 (triphenylphosphine), C[Si](C)(C)C#C ((Trimethylsilyl)acetylene). The reagents and catalysts are [Cu]I (CuI), Cl[Pd]([P](C1=CC=CC=C1)(C2=CC=CC=C2)C3=CC=CC=C3)([P](C4=CC=CC=C4)(C5=CC=CC=C5)C6=CC=CC=C6)Cl (Pd(PPh3)2Cl2). Solvent: N1CCCCC1 (piperidine). Reaction conditions: temperature 50 celsius, time 6 hour. Yields the product C(CCCCCCCCCCC)OC1=CC=C(C=C1)C#C[Si](C)(C)C (4-Dodecyloxy[(trimethylsilyl)ethynyl]benzene). Reaction SMILES: [CH2:1]([O:13][C:14]1[CH:19]=[CH:18][C:17](I)=[CH:16][CH:15]=1)[CH2:2][CH2:3][CH2:4][CH2:5][CH2:6][CH2:7][CH2:8][CH2:9][CH2:10][CH2:11][CH3:12].C1(P(C2C=CC=CC=2)C2C=CC=CC=2)C=CC=CC=1.[CH3:40][Si:41]([C:44]#[CH:45])([CH3:43])[CH3:42].[NH4+].[Cl-]>N1CCCCC1.[Cu]I.Cl[Pd](Cl)([P](C1C=CC=CC=1)(C1C=CC=CC=1)C1C=CC=CC=1)[P](C1C=CC=CC=1)(C1C=CC=CC=1)C1C=CC=CC=1>[CH2:1]([O:13][C:14]1[CH:19]=[CH:18][C:17]([C:45]#[C:44][Si:41]([CH3:43])([CH3:42])[CH3:40])=[CH:16][CH:15]=1)[CH2:2][CH2:3][CH2:4][CH2:5][CH2:6][CH2:7][CH2:8][CH2:9][CH2:10][CH2:11][CH3:12] |f:3.4,^1:58,77|. Procedure: 4-(Dodecyloxy)iodobenzene (4.04 g, 1.04×10−2 mol), triphenylphosphine (0.165 g, 6.29×10−4 mol), CuI (0.108 g, 5.67×10−4 mol) and Pd(PPh3)2Cl2 (0.153 g, 2.18×10−4 mol) were dissolved in 40 ml of dry piperidine under N2. (Trimethylsilyl)acetylene (3.00 ml, 2.12×10−2 mol) was added and the mixture was stirred at 50° C. for 6 h under N2. After cooling, the reaction mixture was poured into aq. NH4Cl and extracted with CH2Cl2 (three times). The combined organic layers were washed with aq. NH4Cl, water... Reactants: CN(C)C=O, Cn1nc(C(=O)O)c2ccccc21, O=S(Cl)Cl. The product is Cn1nc(C(=O)Cl)c2ccccc21. As a reaction SMILES: [CH3:18][N:19]([CH3:20])[CH:21]=[O:22].[CH3:1][n:2]1[n:3][c:4]([C:11](=[O:12])[OH:13])[c:5]2[cH:6][cH:7][cH:8][cH:9][c:10]12.[S:14]([Cl:15])([Cl:16])=[O:17]>>[CH3:1][n:2]1[n:3][c:4]([C:11](=[O:13])[Cl:16])[c:5]2[cH:6][cH:7][cH:8][cH:9][c:10]12. Starting materials: ClC1=CC(=C(C(=C1)F)N)C#CC1=C(C=CC=C1)Cl (4-chloro-2-(2-chloro-phenylethynyl)-6-fluoro-phenylamine), C(C)OC(CC(=O)Cl)=O (chlorocarbonyl-acetic acid ethyl ester), solid. The product is C(C)OC(CC(=O)NC1=C(C=C(C=C1F)Cl)C#CC1=C(C=CC=C1)Cl)=O (N-[4-Chloro-2-(2-chloro-phenylethynyl)-6-fluoro-phenyl]-malonamic acid ethyl ester). Reaction SMILES: [Cl:1][C:2]1[CH:7]=[C:6]([F:8])[C:5]([NH2:9])=[C:4]([C:10]#[C:11][C:12]2[CH:17]=[CH:16][CH:15]=[CH:14][C:13]=2[Cl:18])[CH:3]=1.[CH2:19]([O:21][C:22](=[O:27])[CH2:23][C:24](Cl)=[O:25])[CH3:20]>>[CH2:19]([O:21][C:22](=[O:27])[CH2:23][C:24]([NH:9][C:5]1[C:6]([F:8])=[CH:7][C:2]([Cl:1])=[CH:3][C:4]=1[C:10]#[C:11][C:12]1[CH:17]=[CH:16][CH:15]=[CH:14][C:13]=1[Cl:18])=[O:25])[CH3:20]. Reported procedure: The title compound was prepared in analogy to example 29 step A from 4-chloro-2-(2-chloro-phenylethynyl)-6-fluoro-phenylamine (570 mg, 2.03 mmol) and chlorocarbonyl-acetic acid ethyl ester (460 mg, 3.05 mmol). White solid (440 mg, 55%) MS (ESI): 394 (M+H)+. Reactants: c1cnc2ncnc(Sc3ccc4c(c3)CCC4)c2c1, Nc1ccc2c(c1)CCC2, O. Yields the product c1cnc2ncnc(Nc3ccc4c(c3)CCC4)c2c1. RXN SMILES: [CH2:1]1[c:2]2[c:3]([cH:4][c:5]([S:6][c:11]3[c:12]4[c:13]([n:14][cH:15][n:16]3)[n:17][cH:18][cH:19][cH:20]4)[cH:7][cH:8]2)[CH2:9][CH2:10]1.[NH2:21][c:22]1[cH:23][c:24]2[c:28]([cH:29][cH:30]1)[CH2:27][CH2:26][CH2:25]2.[OH2:31]>>[c:11]1([NH:21][c:22]2[cH:23][c:24]3[c:28]([cH:29][cH:30]2)[CH2:27][CH2:26][CH2:25]3)[c:12]2[c:13]([n:14][cH:15][n:16]1)[n:17][cH:18][cH:19][cH:20]2.